From a dataset of the Open Reaction Database (ORD), a public repository of structured organic reaction records. describe an organic reaction: reactants, conditions, products, and yield Reactants: CC(C)(C)[O-], COC(=O)c1ccc(I)cc1, Cc1ccccc1, CN(C)c1ccccc1-c1ccccc1P(C1CCCCC1)C1CCCCC1, ClCCl, Cc1cc2c(cc1C(F)(F)F)NCCCC2N(Cc1cc(C(F)(F)F)cc(C(F)(F)F)c1)c1nnn(C)n1, [Na+], O=C(C=Cc1ccccc1)C=Cc1ccccc1, O=C(C=Cc1ccccc1)C=Cc1ccccc1, O=C(C=Cc1ccccc1)C=Cc1ccccc1, [Pd], [Pd]. The product is COC(=O)c1ccc(N2CCCC(N(Cc3cc(C(F)(F)F)cc(C(F)(F)F)c3)c3nnn(C)n3)c3cc(C)c(C(F)(F)F)cc32)cc1. As a reaction SMILES: [CH3:29][C:30]([CH3:31])([O-:32])[CH3:33].[CH3:73][O:74][C:75]([c:76]1[cH:77][cH:78][c:79]([I:82])[cH:80][cH:81]1)=[O:83].[CH3:84][c:85]1[cH:86][cH:87][cH:88][cH:89][cH:90]1.[CH:1]1([P:2]([CH:3]2[CH2:4][CH2:5][CH2:6][CH2:7][CH2:8]2)[c:9]2[cH:10][cH:11][cH:12][cH:13][c:14]2-[c:15]2[cH:16][cH:17][cH:18][cH:19][c:20]2[N:21]([CH3:22])[CH3:23])[CH2:24][CH2:25][CH2:26][CH2:27][CH2:28]1.[Cl:91][CH2:92][Cl:93].[F:35][C:36]([c:37]1[cH:38][c:39]([CH2:40][N:41]([CH:42]2[c:43]3[c:44]([cH:49][c:50]([C:54]([F:55])([F:56])[F:57])[c:51]([CH3:53])[cH:52]3)[NH:45][CH2:46][CH2:47][CH2:48]2)[c:58]2[n:59][n:60][n:61]([CH3:63])[n:62]2)[cH:64][c:65]([C:67]([F:68])([F:69])[F:70])[cH:66]1)([F:71])[F:72].[Na+:34].[O:114]=[C:115]([CH:116]=[CH:117][c:118]1[cH:119][cH:120][cH:121][cH:122][cH:123]1)[CH:124]=[CH:125][c:126]1[cH:127][cH:128][cH:129][cH:130][cH:131]1.[O:132]=[C:133]([CH:134]=[CH:135][c:136]1[cH:137][cH:138][cH:139][cH:140][cH:141]1)[CH:142]=[CH:143][c:144]1[cH:145][cH:146][cH:147][cH:148][cH:149]1.[O:96]=[C:97]([CH:98]=[CH:99][c:100]1[cH:101][cH:102][cH:103][cH:104][cH:105]1)[CH:106]=[CH:107][c:108]1[cH:109][cH:110][cH:111][cH:112][cH:113]1.[Pd:94].[Pd:95]>>[F:35][C:36]([c:37]1[cH:38][c:39]([CH2:40][N:41]([CH:42]2[c:43]3[c:44]([cH:49][c:50]([C:54]([F:55])([F:56])[F:57])[c:51]([CH3:53])[cH:52]3)[N:45]([c:79]3[cH:78][cH:77][c:76]([C:75]([O:74][CH3:73])=[O:83])[cH:81][cH:80]3)[CH2:46][CH2:47][CH2:48]2)[c:58]2[n:59][n:60][n:61]([CH3:63])[n:62]2)[cH:64][c:65]([C:67]([F:68])([F:69])[F:70])[cH:66]1)([F:71])[F:72]. Starting materials: NC=1NC(=CC1C(=O)OCC)C(=O)OCC (2-amino-3,5-bis(ethoxycarbonyl)-1H-pyrrole), C(=O)N (formamide), CN(C)C=O (DMF). The solvent is C(=O)O (formic acid). Conditions: temperature 2.5 celsius. Product: C(C)OC(=O)C1=CC2=C(N=CN=C2O)N1 (6-Ethoxycarbonyl-4-hydroxy-7H-pyrrolo[2,3-d]pyrimidine). Reaction SMILES: [NH2:1][C:2]1[NH:3][C:4]([C:12]([O:14][CH2:15][CH3:16])=[O:13])=[CH:5][C:6]=1[C:7](OCC)=[O:8].[CH:17]([NH2:19])=O.CN(C=O)C>C(O)=O>[CH2:15]([O:14][C:12]([C:4]1[NH:3][C:2]2[N:1]=[CH:17][N:19]=[C:7]([OH:8])[C:6]=2[CH:5]=1)=[O:13])[CH3:16]. Reported procedure: With the exclusion of air, 51.5 g (227 mmol) of 2-amino-3,5-bis(ethoxycarbonyl)-1H-pyrrole, 455 ml of formamide, 227 ml of DMF and 113 ml of formic acid are stirred at 140° C. for 27 hours. The resulting yellow suspension is cooled to 0-5° C. Filtering and washing with isopropanol and hexane yield the title compound; 1H-NMR (DMSO-d6): 13-12 (2 HX), 7.99 and 7.11 (2s, 2H), 4.31 (q, J=7, 2H), 1.32 (t, J=7, 3H). Reactants: BrC1=C(N)C(=CC(=C1)Br)Br (2,4,6-Tribromoaniline), S(O)(O)(=O)=O (sulfuric acid), N(=O)[O-].[Na+] (NaNO2), [N-]=[N+]=[N-].[Na+] (NaN3), NC(=O)N (urea). The solvent is C(C)(=O)O (acetic acid), O (water), O (water), O (water), O (water). Conditions: temperature 10 celsius. The product is N(=[N+]=[N-])C1=C(C=C(C=C1Br)Br)Br (Azido-2,4,6-tribromobenzene). Isolated yield 92.8%. As a reaction SMILES: [Br:1][C:2]1[CH:8]=[C:7]([Br:9])[CH:6]=[C:5]([Br:10])[C:3]=1[NH2:4].S(=O)(=O)(O)O.N([O-])=O.[Na+].NC(N)=O.[N-:24]=[N+:25]=[N-].[Na+]>O.C(O)(=O)C>[N:4]([C:3]1[C:2]([Br:1])=[CH:8][C:7]([Br:9])=[CH:6][C:5]=1[Br:10])=[N+:24]=[N-:25] |f:2.3,5.6|. Reported procedure: 2,4,6-Tribromoaniline (34.16 g, 103.6 mmol) was mixed with acetic acid (600 mL) and sulfuric acid (130 mL) at room temperature. The mixture was stirred to obtain a solution and then cooled in an ice bath to an internal temperature of 10° C. A solution of NaNO2 (7.65 g, 111 mmol) in water (22 mL) was added dropwise over 30 minutes while maintaining the internal temperature of the reaction mixture below 12° C. The reaction mixture was allowed to stir for 30 minutes at the same temperature. A solut... Reactants: [Cl-].[Cl-].C(C)[Al+2] (ethylaluminum dichloride), C(C1=CC=CC=C1)(=O)OC (methyl benzoate), t-butyl peroxy isopropyl carbonate, C(C)(=O)OC=C (vinyl acetate), C(C=C)(=O)OC (methyl acrylate). Run in CCCCCC (n-hexane), CCCCCC (n-hexane). The product is C(C)(=O)OC=C.C(C=C)(=O)OC (vinyl acetate methyl acrylate), C(C=C)(=O)OC (methyl acrylate). Reaction SMILES: [C:1]([O:4][CH:5]=[CH2:6])(=[O:3])[CH3:2].[C:7]([O:11][CH3:12])(=[O:10])[CH:8]=[CH2:9].[Cl-].[Cl-].C([Al+2])C.[C:18]([O:26][CH3:27])(=[O:25])[C:19]1C=CC=C[CH:20]=1>CCCCCC>[C:1]([O:4][CH:5]=[CH2:6])(=[O:3])[CH3:2].[C:7]([O:11][CH3:12])(=[O:10])[CH:8]=[CH2:9].[C:18]([O:26][CH3:27])(=[O:25])[CH:19]=[CH2:20] |f:2.3.4,7.8|. Reported procedure: An equimolar mixture of vinyl acetate and methyl acrylate and an n-hexane solution of t-butyl peroxy isopropyl carbonate were continuously fed with stirring to an n-hexane solution containing a complex of ethylaluminum dichloride and methyl benzoate at 20° C. over the course of 5 hours. The reaction mixture was further polymerized for 15 hours to form a straight-chain copolymer of vinyl acetate/methyl acrylate having a methyl acrylate unit content of 50 mole% and a number average molecular weigh... The reactants are CC(=O)OCCC12CCC(=O)C=C1c1c(cc(OCC(=O)O)c(Cl)c1Cl)C2, O=C(n1ccnc1)n1ccnc1, C1CCOC1, CC(C)(O)C(=O)O. The product is CC(=O)OCCC12CCC(=O)C=C1c1c(cc(OCC(=O)OC(C)(C)C(=O)O)c(Cl)c1Cl)C2. Reaction SMILES: [C:1]([CH3:2])(=[O:3])[O:4][CH2:5][CH2:6][C:7]12[CH2:8][c:9]3[cH:10][c:11]([O:23][CH2:24][C:25](=[O:26])[OH:27])[c:12]([Cl:22])[c:13]([Cl:21])[c:14]3[C:15]1=[CH:16][C:17](=[O:20])[CH2:18][CH2:19]2.[C:28]([n:29]1[cH:30][cH:31][n:32][cH:33]1)([n:34]1[cH:35][cH:36][n:37][cH:38]1)=[O:39].[O:47]1[CH2:48][CH2:49][CH2:50][CH2:51]1.[OH:40][C:41]([C:42](=[O:43])[OH:44])([CH3:45])[CH3:46]>>[C:1]([CH3:2])(=[O:3])[O:4][CH2:5][CH2:6][C:7]12[CH2:8][c:9]3[cH:10][c:11]([O:23][CH2:24][C:25](=[O:26])[O:27][C:41]([C:42](=[O:43])[OH:44])([CH3:45])[CH3:46])[c:12]([Cl:22])[c:13]([Cl:21])[c:14]3[C:15]1=[CH:16][C:17](=[O:20])[CH2:18][CH2:19]2. Starting materials: CC#N, [N-]=[N+]=NC1CCN(C(=O)OCc2ccc([N+](=O)[O-])cc2)CC1, [Na+], [Na+], O, O, O, O, O, O, O, O, O, O, O=S(=O)([O-])[O-], c1ccc(P(c2ccccc2)c2ccccc2)cc1. Yields the product NC1CCN(C(=O)OCc2ccc([N+](=O)[O-])cc2)CC1. As a reaction SMILES: [CH3:59][C:60]#[N:61].[N:1](=[N+:2]=[N-:3])[CH:4]1[CH2:5][CH2:6][N:7]([C:10](=[O:11])[O:12][CH2:13][c:14]2[cH:15][cH:16][c:17]([N+:20](=[O:21])[O-:22])[cH:18][cH:19]2)[CH2:8][CH2:9]1.[Na+:57].[Na+:58].[OH2:42].[OH2:43].[OH2:44].[OH2:45].[OH2:46].[OH2:47].[OH2:48].[OH2:49].[OH2:50].[OH2:51].[S:52]([O-:53])([O-:54])(=[O:55])=[O:56].[c:23]1([P:24]([c:25]2[cH:26][cH:27][cH:28][cH:29][cH:30]2)[c:31]2[cH:32][cH:33][cH:34][cH:35][cH:36]2)[cH:37][cH:38][cH:39][cH:40][cH:41]1>>[NH2:1][CH:4]1[CH2:5][CH2:6][N:7]([C:10](=[O:11])[O:12][CH2:13][c:14]2[cH:15][cH:16][c:17]([N+:20](=[O:21])[O-:22])[cH:18][cH:19]2)[CH2:8][CH2:9]1.